This data is from the Open Reaction Database (ORD), a public repository of structured organic reaction records. The task is: describe an organic reaction: reactants, conditions, products, and yield Starting materials: C1(=CC=CC=C1)C1=C(C(=NO1)/C=N/O)C(F)(F)F ((E)-5-phenyl-4-(trifluoromethyl)isoxazole-3-carbaldehyde oxime), ClN1C(CCC1=O)=O (N-chlorosuccinimide), C1CC(=O)N(C1=O)Cl (NCS). Run in C(C)(=O)OCC (ethyl acetate), CN(C=O)C (N,N-dimethylformamide). Conditions: time 30 minute. Product: ON=C(C1=NOC(=C1C(F)(F)F)C1=CC=CC=C1)Cl (N-hydroxy-5-phenyl-4-(trifluoromethyl)isoxazole-3-carbimidoyl chloride). As a reaction SMILES: [C:1]1([C:7]2[O:11][N:10]=[C:9](/[CH:12]=[N:13]/[OH:14])[C:8]=2[C:15]([F:18])([F:17])[F:16])[CH:6]=[CH:5][CH:4]=[CH:3][CH:2]=1.[Cl:19]N1C(=O)CCC1=O>CN(C)C=O.C(OCC)(=O)C>[OH:14][N:13]=[C:12]([Cl:19])[C:9]1[C:8]([C:15]([F:17])([F:18])[F:16])=[C:7]([C:1]2[CH:2]=[CH:3][CH:4]=[CH:5][CH:6]=2)[O:11][N:10]=1. Procedure: To a solution of (E)-5-phenyl-4-(trifluoromethyl)isoxazole-3-carbaldehyde oxime (step C, 0.360 g, 1.41 mmol) in N,N-dimethylformamide (1.0 mL) at room temperature was added N-chlorosuccinimide (0.281 g, 2.11 mmol) in one portion. The resulting green, homogeneous reaction mixture was stirred at room temperature for 30 min. An additional 220 mg of NCS was added, and the reaction mixture was stirred for an additional 30 min. The reaction mixture was diluted with ethyl acetate (35 mL), washed with a... Reactants: COC=1C=C2C(=NC=NC2=CC1OC[C@@H]1OC1)OC=1C=C2C(=CNC2=CC1)C ((2R)-6-methoxy-4-(3-methylindol-5-yloxy)-7-(oxiran-2-ylmethoxy)quinazoline), C(C)(C)NC(C)C (diisopropylamine). Solvent: CN(C)C=O (DMF). Run at temperature 130 celsius, time 24 hour. The product is O[C@@H](COC1=C(C=C2C(=NC=NC2=C1)OC=1C=C2C(=CNC2=CC1)C)OC)CN(C(C)C)C(C)C ((2R)-7-(2-hydroxy-3-((N,N-diisopropyl)amino)propoxy)-6-methoxy-4-(3-methylindol-5-yloxy)quinazoline). The yield is 89.4%. As a reaction SMILES: [CH3:1][O:2][C:3]1[CH:4]=[C:5]2[C:10](=[CH:11][C:12]=1[O:13][CH2:14][C@H:15]1[CH2:17][O:16]1)[N:9]=[CH:8][N:7]=[C:6]2[O:18][C:19]1[CH:20]=[C:21]2[C:25](=[CH:26][CH:27]=1)[NH:24][CH:23]=[C:22]2[CH3:28].[CH:29]([NH:32][CH:33]([CH3:35])[CH3:34])([CH3:31])[CH3:30]>CN(C=O)C>[OH:16][C@H:15]([CH2:17][N:32]([CH:33]([CH3:35])[CH3:34])[CH:29]([CH3:31])[CH3:30])[CH2:14][O:13][C:12]1[CH:11]=[C:10]2[C:5]([C:6]([O:18][C:19]3[CH:20]=[C:21]4[C:25](=[CH:26][CH:27]=3)[NH:24][CH:23]=[C:22]4[CH3:28])=[N:7][CH:8]=[N:9]2)=[CH:4][C:3]=1[O:2][CH3:1]. Procedure details: A mixture of (2R)-6-methoxy-4-(3-methylindol-5-yloxy)-7-(oxiran-2-ylmethoxy)quinazoline (350 mg, 0.93 mmol), (prepared as described in Example 278), and diisopropylamine (0.78 ml, 5.58 mmol) in DMF (10 ml) was stirred at 130° C. for 24 hours and allowed to cool to ambient temperature. The solvents were removed in vacuo and the residue purified by silica column chromatography using gradient elution (dichloromethane, 5% methanol/95% dichloromethane, methanol/dichloromethane/0.880 saturated aqueous...